From a dataset of the Open Reaction Database (ORD), a public repository of structured organic reaction records. describe an organic reaction: reactants, conditions, products, and yield Starting materials: N#CC1CC(F)CN1C(=O)CNC12CCC(C(=O)O)(CC1)CC2, NCc1ccc(Cl)cc1, ClCCl, On1nnc2ccccc21. Product: N#CC1CC(F)CN1C(=O)CNC12CCC(C(=O)NCc3ccc(Cl)cc3)(CC1)CC2. As a reaction SMILES: [C:1](=[O:2])([OH:3])[C:4]12[CH2:5][CH2:6][C:7]([NH:12][CH2:13][C:14](=[O:15])[N:16]3[CH:17]([C:22]#[N:23])[CH2:18][CH:19]([F:21])[CH2:20]3)([CH2:8][CH2:9]1)[CH2:10][CH2:11]2.[Cl:34][c:35]1[cH:36][cH:37][c:38]([CH2:39][NH2:40])[cH:41][cH:42]1.[Cl:43][CH2:44][Cl:45].[OH:24][n:25]1[c:26]2[cH:27][cH:28][cH:29][cH:30][c:31]2[n:32][n:33]1>>[C:1](=[O:3])([C:4]12[CH2:5][CH2:6][C:7]([NH:12][CH2:13][C:14](=[O:15])[N:16]3[CH:17]([C:22]#[N:23])[CH2:18][CH:19]([F:21])[CH2:20]3)([CH2:8][CH2:9]1)[CH2:10][CH2:11]2)[NH:40][CH2:39][c:38]1[cH:37][cH:36][c:35]([Cl:34])[cH:42][cH:41]1. As a reaction SMILES: O=[C:2]1[C@H:6]([CH2:7][NH:8][C:9]([O:11][CH2:12][C:13]2[CH:18]=[CH:17][CH:16]=[CH:15][CH:14]=2)=[O:10])[CH2:5][N:4]([C:19]([O:21][C:22]([CH3:25])([CH3:24])[CH3:23])=[O:20])[CH2:3]1.Cl.[NH2:27][OH:28].C([O-])(=O)C.[Na+]>CO>[OH:28]/[N:27]=[C:2]1\[CH2:3][N:4]([C:19]([O:21][C:22]([CH3:25])([CH3:24])[CH3:23])=[O:20])[CH2:5][C@H:6]\1[CH2:7][NH:8][C:9]([O:11][CH2:12][C:13]1[CH:18]=[CH:17][CH:16]=[CH:15][CH:14]=1)=[O:10] |f:1.2,3.4|. The solvent is CO (MeOH). Starting materials: Cl.NO (hydroxylamine HCl), O=C1CN(C[C@H]1CNC(=O)OCC1=CC=CC=C1)C(=O)OC(C)(C)C (1,1-dimethylethyl(4R)-3-oxo-4-[({[(phenylmethyl)oxy]carbonyl}amino)methyl]-1-pyrrolidinecarboxylate), C(C)(=O)[O-].[Na+] (sodium acetate). Procedure: Dissolve 1,1-dimethylethyl(4R)-3-oxo-4-[({[(phenylmethyl)oxy]carbonyl}amino)methyl]-1-pyrrolidinecarboxylate (0.87 g, 2.49 mmol) in 5:1 MeOH/H O (10 mL). Add in hydroxylamine HCl (0.177 g, 2.54 mmol) and sodium acetate (2.04 g, 24.9 mmol). The mixture was heated to reflux and allowed to stir 3 hours. After the reaction was complete the solution was concentrated under reduced pressure and extracted with CHCl3 (3×). The organic layer was washed with 0.5 M HCl and brine. The solution was dried over... Yields the product O\N=C\1/CN(C[C@H]1CNC(=O)OCC1=CC=CC=C1)C(=O)OC(C)(C)C (1,1-dimethylethyl(3Z,4R)-3-(hydroxyimino)-4-[({[(phenylmethyl)oxy]carbonyl}amino)methyl]-1-pyrrolidinecarboxylate). Run at time 3 hour. The reactants are CCCCC1CCC(C=C(Br)Br)CC1, [Li]CCCC, CCCCCC, Cl, C1CCOC1, O. The product is C#CC1CCC(CCCC)CC1. Reaction SMILES: [Br:1][C:2](=[CH:3][CH:4]1[CH2:5][CH2:6][CH:7]([CH2:10][CH2:11][CH2:12][CH3:13])[CH2:8][CH2:9]1)[Br:14].[CH2:15]([Li:16])[CH2:17][CH2:18][CH3:19].[CH3:27][CH2:28][CH2:29][CH2:30][CH2:31][CH3:32].[ClH:21].[O:22]1[CH2:23][CH2:24][CH2:25][CH2:26]1.[OH2:20]>>[CH:2]#[C:3][CH:4]1[CH2:5][CH2:6][CH:7]([CH2:10][CH2:11][CH2:12][CH3:13])[CH2:8][CH2:9]1.